From a dataset of the Open Reaction Database (ORD), a public repository of structured organic reaction records. describe an organic reaction: reactants, conditions, products, and yield Reported procedure: To a solution of 11.07 g (0.04 mole) of 1-(3-hydroxy-3-methyl-1-butyn-1-yl)-4-(2-diethylaminoethoxy)benzene and 8.4 g (0.04 mole) of 2-iodothiophene in 135 ml of triethylamine are added, under nitrogen, 4.95 g of pulverised potassium hydroxide. Then 310 mg of the palladium complex PdCl2 [P(C6H5)3 ]2 and 180 ml of copper(I) iodide are added and the reaction mixture is stirred for 20 hours at boiling temperature. The reaction mixture is taken up in 250 ml of ether and the solution is washed 3 time... The product is S1C(=CC=C1)C#CC1=CC=C(OCCN(CC)CC)C=C1 (1-[4-(2-thienylethynyl)phenoxy]-2-diethylaminoethane). RXN SMILES: O[C:2]([CH3:20])(C)[C:3]#[C:4][C:5]1[CH:10]=[CH:9][C:8]([O:11][CH2:12][CH2:13][N:14]([CH2:17][CH3:18])[CH2:15][CH3:16])=[CH:7][CH:6]=1.I[C:22]1[S:23]C=C[CH:26]=1.[OH-].[K+].P(C1C=CC=CC=1)(C1C=CC=CC=1)C1C=CC=CC=1>C(N(CC)CC)C.CCOCC.[Pd].[Cu]I>[S:23]1[CH:22]=[CH:26][CH:20]=[C:2]1[C:3]#[C:4][C:5]1[CH:6]=[CH:7][C:8]([O:11][CH2:12][CH2:13][N:14]([CH2:15][CH3:16])[CH2:17][CH3:18])=[CH:9][CH:10]=1 |f:2.3|. Reactants: [OH-].[K+] (potassium hydroxide), P(C1=CC=CC=C1)(C1=CC=CC=C1)C1=CC=CC=C1 (P(C6H5)3), OC(C#CC1=CC=C(C=C1)OCCN(CC)CC)(C)C (1-(3-hydroxy-3-methyl-1-butyn-1-yl)-4-(2-diethylaminoethoxy)benzene), IC=1SC=CC1 (2-iodothiophene). Conditions: time 20 hour. Solvent: C(C)N(CC)CC (triethylamine), CCOCC (ether). The reagents and catalysts are [Pd] (palladium), [Cu]I (copper(I) iodide). Isolated yield 75.1%. Starting materials: CCCCCC.CCOC(=O)C (hexane EtOAc), [H-].[Na+] (NaH), 43, C1(=C(C(=CC(=C1)C)C)S(=O)(=O)NCCCCN(CCCCCNS(=O)(=O)C1=C(C=C(C=C1C)C)C)S(=O)(=O)C1=C(C=C(C=C1C)C)C)C (1,6,12-Tris(mesitylenesulfonyl)-1,6,12-Triazadodecane), ICCC (1-iodopropane). Run in CN(C)C=O (DMF). The product is C1(=C(C(=CC(=C1)C)C)S(=O)(=O)N(CCC)CCCCN(CCCCCN(CC)S(=O)(=O)C1=C(C=C(C=C1C)C)C)S(=O)(=O)C1=C(C=C(C=C1C)C)C)C (4,9,15-Tris(mesitylenesulfonyl)-4,9,15-Triazaheptadecane). Yield: 80.0%. As a reaction SMILES: [H-].[Na+].[C:3]1([CH3:50])[CH:8]=[C:7]([CH3:9])[CH:6]=[C:5]([CH3:10])[C:4]=1[S:11]([NH:14][CH2:15][CH2:16][CH2:17][CH2:18][N:19]([S:38]([C:41]1[C:46]([CH3:47])=[CH:45][C:44]([CH3:48])=[CH:43][C:42]=1[CH3:49])(=[O:40])=[O:39])[CH2:20][CH2:21][CH2:22][CH2:23][CH2:24][NH:25][S:26]([C:29]1[C:34]([CH3:35])=[CH:33][C:32]([CH3:36])=[CH:31][C:30]=1[CH3:37])(=[O:28])=[O:27])(=[O:13])=[O:12].I[CH2:52][CH2:53][CH3:54].[CH3:55][CH2:56]CCCC.CCOC(C)=O>CN(C=O)C>[C:5]1([CH3:10])[CH:6]=[C:7]([CH3:9])[CH:8]=[C:3]([CH3:50])[C:4]=1[S:11]([N:14]([CH2:15][CH2:16][CH2:17][CH2:18][N:19]([S:38]([C:41]1[C:42]([CH3:49])=[CH:43][C:44]([CH3:48])=[CH:45][C:46]=1[CH3:47])(=[O:39])=[O:40])[CH2:20][CH2:21][CH2:22][CH2:23][CH2:24][N:25]([S:26]([C:29]1[C:34]([CH3:35])=[CH:33][C:32]([CH3:36])=[CH:31][C:30]=1[CH3:37])(=[O:27])=[O:28])[CH2:55][CH3:56])[CH2:52][CH2:53][CH3:54])(=[O:13])=[O:12] |f:0.1,4.5|. Reported procedure: NaH (60%, 0.273 g, 6.84 mmol), 33 (2.24 g, 3.11 mmol), and 1-iodopropane (0.67 mL, 6.9 mmol) in DMF (30 mL) were combined and worked up by the method of 43. Column chromatography (3:1 hexane/EtOAc) provided 2.01 g (80%) of 54 as an oil: NMR δ 0.71-0.78 (m, 6 H), 1.01-1.11 (m, 2 H), 1.34-1.48 (m, 12 H), 2.29 (s, 6 H), 2.57-2.58 (2 s, 18 H), 2.98-3.13 (m, 12 H), 6.92 (s, 6 H). Anal. (C42H65N3O6S3.H2O) C, H, N. The reactants are BrC=1C=C(C=2C=CN(C2C1)C(C)C)C(=O)OC (methyl 6-bromo-1-isopropyl-1H-indole-4-carboxylate), [B-](F)(F)(F)F.[B-](F)(F)(F)F.C1C[N+]2(CC[N+]1(CC2)CCl)F (1-(chloromethyl)-4-fluoro-1,4-diazoniabicyclo[2.2.2]octane ditetrafluoroborate), [N+](=O)([O-])CC (nitroethane). Run at time 9.5 minute. Product: BrC=1C=C(C=2C(=CN(C2C1)C(C)C)F)C(=O)OC (methyl 6-bromo-3-fluoro-1-isopropyl-1H-indole-4-carboxylate). Yield: 20.7%. As a reaction SMILES: [Br:1][C:2]1[CH:3]=[C:4]([C:14]([O:16][CH3:17])=[O:15])[C:5]2[CH:6]=[CH:7][N:8]([CH:11]([CH3:13])[CH3:12])[C:9]=2[CH:10]=1.[B-](F)(F)(F)[F:19].[B-](F)(F)(F)F.C1[N+]2(CCl)CC[N+](F)(CC2)C1.[N+](CC)([O-])=O>>[Br:1][C:2]1[CH:3]=[C:4]([C:14]([O:16][CH3:17])=[O:15])[C:5]2[C:6]([F:19])=[CH:7][N:8]([CH:11]([CH3:13])[CH3:12])[C:9]=2[CH:10]=1 |f:1.2.3|. Procedure details: To a 20 ml vial was added methyl 6-bromo-1-isopropyl-1H-indole-4-carboxylate (50.0 mg, 0.169 mmol), (selectfluor) 1-(chloromethyl)-4-fluoro-1,4-diazoniabicyclo[2.2.2]octane ditetrafluoroborate (78 mg, 0.219 mmol) followed with a magnetic stir bar and nitroethane (2 ml). The vial was capped and the reaction stirred at room temperature. Reaction progress was monitored by LCMS. After reaction completion the reaction solvent was removed in-vacuo. The residue was dissolved with DCM (1.4 ml). The DCM ... Starting materials: NC1=C(C(=C2C(=N1)OC1=CC(=CC=C1C2)O)N)C#N (2,4-diamino-8-hydroxy-5H-chromeno[2,3-b]pyridine-3-carbonitrile), BrCCOCC (2-bromoethyl-ethylether), BrCCN (2-bromoethylamine). Yields the product NC1=C(C(=C2C(=N1)OC1=CC(=CC=C1C2)OCCN)N)C#N (2,4-diamino-8-(2-aminoethoxy)-5H-chromeno[2,3-b]pyridine-3-carbonitrile), solid. Isolated yield 51.0%. As a reaction SMILES: [NH2:1][C:2]1[N:7]=[C:6]2[O:8][C:9]3[C:14]([CH2:15][C:5]2=[C:4]([NH2:17])[C:3]=1[C:18]#[N:19])=[CH:13][CH:12]=[C:11]([OH:16])[CH:10]=3.Br[CH2:21][CH2:22][NH2:23].BrCCOCC>>[NH2:1][C:2]1[N:7]=[C:6]2[O:8][C:9]3[C:14]([CH2:15][C:5]2=[C:4]([NH2:17])[C:3]=1[C:18]#[N:19])=[CH:13][CH:12]=[C:11]([O:16][CH2:21][CH2:22][NH2:23])[CH:10]=3. Reported procedure: 2,4-diamino-8-(2-aminoethoxy)-5H-chromeno[2,3-b]pyridine-3-carbonitrile was prepared from 2,4-diamino-8-hydroxy-5H-chromeno[2,3-b]pyridine-3-carbonitrile in the same manner as described in Example 10 using 2-bromoethylamine in lieu of 2-bromoethyl-ethylether. The product was isolated as a tan solid (167 mg, 51% yield). 1H NMR (400 MHz, DMSO) δ 8.180 (bs, 2H), 7.100 (d, 1H), 6.762 (d, 1H), 6.646 (bs, 1H), 4.154 (t, 2H), 3.573 (s, 2H), 3.155 (t, 2H); m/z 398 (M+H). TNFα release assay IC50: 6.9 μM;...